This data is from the Open Reaction Database (ORD), a public repository of structured organic reaction records. The task is: describe an organic reaction: reactants, conditions, products, and yield Starting materials: N1(CCCCC1)C=1OC(=C(N1)C(F)(F)F)C(=O)NC=1C=C2CCNCC2=CC1 (2-(Piperidin-1-yl)-N-(1,2,3,4-tetrahydroisoquinolin-6-yl)-4-(trifluoromethyl)oxazole-5-carboxamide), C(=O)([O-])[O-].[K+].[K+] (K2CO3), ICC(=O)OCC (ethyl iodoacetate). Solvent: CCOC(=O)C (EtOAc), CC#N (CH3CN). Reaction conditions: time 19 hour. The product is N1(CCCCC1)C=1OC(=C(N1)C(F)(F)F)C(=O)NC=1C=C2CCN(CC2=CC1)CC(=O)OCC (Ethyl 2-(6-(2-(piperid in-1-yl)-4-(trifluoromethyl)oxazole-5-carboxamido)-3,4-dihydroisoquinolin-2(1H)-yl)acetate). Yield: 54.0%. As a reaction SMILES: [N:1]1([C:7]2[O:8][C:9]([C:16]([NH:18][C:19]3[CH:20]=[C:21]4[C:26](=[CH:27][CH:28]=3)[CH2:25][NH:24][CH2:23][CH2:22]4)=[O:17])=[C:10]([C:12]([F:15])([F:14])[F:13])[N:11]=2)[CH2:6][CH2:5][CH2:4][CH2:3][CH2:2]1.C([O-])([O-])=O.[K+].[K+].I[CH2:36][C:37]([O:39][CH2:40][CH3:41])=[O:38]>CC#N.CCOC(C)=O>[N:1]1([C:7]2[O:8][C:9]([C:16]([NH:18][C:19]3[CH:20]=[C:21]4[C:26](=[CH:27][CH:28]=3)[CH2:25][N:24]([CH2:36][C:37]([O:39][CH2:40][CH3:41])=[O:38])[CH2:23][CH2:22]4)=[O:17])=[C:10]([C:12]([F:14])([F:13])[F:15])[N:11]=2)[CH2:2][CH2:3][CH2:4][CH2:5][CH2:6]1 |f:1.2.3|. Procedure details: To a suspension of compound 154 (0.098 g, 0.25 mmol) and K2CO3 (0.5 g) in CH3CN (5 mL) was added ethyl iodoacetate (0.036 mL). After 19 h of stirring at RT, the reaction mixture was diluted in EtOAc (50 mL) and filtered. The fitrate was washed with sat NaHCO3 (2×50 mL), dried over Na2SO4, filtered, and concentrated. The crude materials were purified by prep-TLC using 25% CH3CN in CH2Cl2 as eluents to yield compound 155 as a white solid (0.064 g, 54% yield). 1H NMR (400 MHz, DMSO-d6) δ 10.02 (s, ... RXN SMILES: [C:26]([BH3-:27])#[N:28].[C:34]([OH:35])(=[O:36])[CH3:37].[CH3:30][C:31]([CH3:32])=[O:33].[CH3:38][OH:39].[Cl:1][c:2]1[cH:3][cH:4][c:5]([NH:8][C:9]([c:10]2[c:11]([NH:17][CH2:18][CH:19]3[CH2:20][CH2:21][NH:22][CH2:23][CH2:24]3)[cH:12][cH:13][c:14]([CH3:16])[cH:15]2)=[O:25])[n:6][cH:7]1.[Na+:29]>>[Cl:1][c:2]1[cH:3][cH:4][c:5]([NH:8][C:9]([c:10]2[c:11]([NH:17][CH2:18][CH:19]3[CH2:20][CH2:21][N:22]([CH:31]([CH3:30])[CH3:32])[CH2:23][CH2:24]3)[cH:12][cH:13][c:14]([CH3:16])[cH:15]2)=[O:25])[n:6][cH:7]1. The reactants are [BH3-]C#N, CC(=O)O, CC(C)=O, CO, Cc1ccc(NCC2CCNCC2)c(C(=O)Nc2ccc(Cl)cn2)c1, [Na+]. Yields the product Cc1ccc(NCC2CCN(C(C)C)CC2)c(C(=O)Nc2ccc(Cl)cn2)c1. Starting materials: C([O-])([O-])=O.[K+].[K+] (potassium carbonate), C(C1=CC=CC=C1)OC1=C(C=CC=C1)B(O)O (2-benzyloxyphenylboronic acid), BrC1=C(C=CC=C1)Br (1,2-dibromobenzene), C1(=CC=CC=C1)C (toluene). Reagents/catalysts: C=1C=CC(=CC1)[P](C=2C=CC=CC2)(C=3C=CC=CC3)[Pd]([P](C=4C=CC=CC4)(C=5C=CC=CC5)C=6C=CC=CC6)([P](C=7C=CC=CC7)(C=8C=CC=CC8)C=9C=CC=CC9)[P](C=1C=CC=CC1)(C=1C=CC=CC1)C=1C=CC=CC1 (tetrakis(triphenylphosphine)palladium(0)). Run in O (water), C(C)OCC (diethyl ether), C(C)O (ethanol). Conditions: temperature 90 celsius, time 2 hour. Product: C(C1=CC=CC=C1)OC1=C(C=CC=C1)C1=C(C=CC=C1)Br (2′-Benzyloxy-2-bromobiphenyl). Yield: 69.2%. Reaction SMILES: [CH2:1]([O:8][C:9]1[CH:14]=[CH:13][CH:12]=[CH:11][C:10]=1B(O)O)[C:2]1[CH:7]=[CH:6][CH:5]=[CH:4][CH:3]=1.[Br:18][C:19]1[CH:24]=[CH:23][CH:22]=[CH:21][C:20]=1Br.C1(C)C=CC=CC=1.C(=O)([O-])[O-].[K+].[K+]>C1C=CC([P]([Pd]([P](C2C=CC=CC=2)(C2C=CC=CC=2)C2C=CC=CC=2)([P](C2C=CC=CC=2)(C2C=CC=CC=2)C2C=CC=CC=2)[P](C2C=CC=CC=2)(C2C=CC=CC=2)C2C=CC=CC=2)(C2C=CC=CC=2)C2C=CC=CC=2)=CC=1.O.C(OCC)C.C(O)C>[CH2:1]([O:8][C:9]1[CH:14]=[CH:13][CH:12]=[CH:11][C:10]=1[C:20]1[CH:21]=[CH:22][CH:23]=[CH:24][C:19]=1[Br:18])[C:2]1[CH:7]=[CH:6][CH:5]=[CH:4][CH:3]=1 |f:3.4.5,^1:42,44,63,82|. Procedure details: A solution of 2-benzyloxyphenylboronic acid (4.3 g. 19.3 mmol) and 1,2-dibromobenzene (9.11 g, 4.66 ml, 38.6 mmol) in 1:1 toluene:ethanol (150 ml) was stirred under nitrogen and tetrakis(triphenylphosphine)palladium(0) (1.12 g, 0.95 mmol) and potassium carbonate (21.3 g, 154 mmol) added. The reaction was stirred at 90° C. under nitrogen for 2 hours. After cooling, diethyl ether (100 ml) and water (100 ml) were added and the organic phase separated. The aqueous phase was extracted with diethyl et...